This data is from the Open Reaction Database (ORD), a public repository of structured organic reaction records. The task is: describe an organic reaction: reactants, conditions, products, and yield The reactants are [Ag+], CSc1ncc2cc(CBr)c(=O)n(C3CCCC3)c2n1, CC(=O)[O-], CC(=O)O. The product is CSc1ncc2cc(COC(C)=O)c(=O)n(C3CCCC3)c2n1. RXN SMILES: [Ag+:29].[Br:1][CH2:2][c:3]1[cH:4][c:5]2[c:6]([n:7][c:8]([S:11][CH3:12])[n:9][cH:10]2)[n:13]([CH:16]2[CH2:17][CH2:18][CH2:19][CH2:20]2)[c:14]1=[O:15].[C:25]([O-:26])(=[O:27])[CH3:28].[CH3:21][C:22]([OH:23])=[O:24]>>[CH2:2]([c:3]1[cH:4][c:5]2[c:6]([n:7][c:8]([S:11][CH3:12])[n:9][cH:10]2)[n:13]([CH:16]2[CH2:17][CH2:18][CH2:19][CH2:20]2)[c:14]1=[O:15])[O:24][C:22]([CH3:21])=[O:23]. As a reaction SMILES: [OH-].[Na+].[CH2:3]([SH:10])[C:4]1[CH:9]=[CH:8][CH:7]=[CH:6][CH:5]=1.[CH:11](Cl)([F:13])[F:12]>O>[F:12][CH:11]([S:10][CH2:3][C:4]1[CH:9]=[CH:8][CH:7]=[CH:6][CH:5]=1)[F:13] |f:0.1|. The solvent is O (water). Yield: 75.0%. Yields the product FC(F)SCC1=CC=CC=C1 (Benzyl Difluoromethyl Sulfide). Reactants: [OH-].[Na+] (sodium hydroxide), C(C1=CC=CC=C1)S (benzyl mercaptan), C(F)(F)Cl (R-22). Reported procedure: One equivalent of 40% by weight of sodium hydroxide in water was mixed with one equivalent of benzyl mercaptan with R-22 (1.1 molar equivalents) at 60° C. for 1 h. The tests are carried out in a 500 ml Hastelloy reactor at an autogenous pressure at 60° C. The pressure is 3.5 bar. A chemical yield of 75%, by quantitative determination by 19F NMR, is obtained over two tests carried out under the same conditions. The reactants are C(C)(C)(C)OC(=O)N([C@H](C)C1=CC=CC2=CC=CC=C12)C[C@H]1CN(C[C@@H]1C1=CC=CC=C1)C(CCC(=O)O)=O (4-[(3R,4S)-3-({(tert-butoxycarbonyl)[(1R)-1-(1-naphthyl)ethyl]amino}methyl)-4-phenylpyrrolidin-1-yl]-4-oxobutanoic acid), Cl.C(C)OC(CN)=O (glycine ethyl ester hydrochloride), C=1C=CC2=C(C1)N=NN2O (HOBt), CCN=C=NCCCN(C)C.Cl (WSC hydrochloride). The solvent is ClCCl (dichloromethane), C(C)N(CC)CC (triethylamine). Run at time 2 day. Product: C(C)(C)(C)OC(=O)N([C@H](C)C1=CC=CC2=CC=CC=C12)C[C@H]1CN(C[C@@H]1C1=CC=CC=C1)C(CCC(=O)NCC(=O)OCC)=O (ethyl ({4-[(3R,4S)-3-({(tert-butoxycarbonyl) [(1R)-1-(1-naphthyl)ethyl]amino}methyl)-4-phenylpyrrolidin-1-yl]-4-oxobutanoyl}amino)acetate). Yield: 77.6%. RXN SMILES: [C:1]([O:5][C:6]([N:8]([CH2:21][C@@H:22]1[C@@H:26]([C:27]2[CH:32]=[CH:31][CH:30]=[CH:29][CH:28]=2)[CH2:25][N:24]([C:33](=[O:39])[CH2:34][CH2:35][C:36](O)=[O:37])[CH2:23]1)[C@@H:9]([C:11]1[C:20]2[C:15](=[CH:16][CH:17]=[CH:18][CH:19]=2)[CH:14]=[CH:13][CH:12]=1)[CH3:10])=[O:7])([CH3:4])([CH3:3])[CH3:2].Cl.[CH2:41]([O:43][C:44](=[O:47])[CH2:45][NH2:46])[CH3:42].C1C=CC2N(O)N=NC=2C=1.CCN=C=NCCCN(C)C.Cl>ClCCl.C(N(CC)CC)C>[C:1]([O:5][C:6]([N:8]([CH2:21][C@@H:22]1[C@@H:26]([C:27]2[CH:32]=[CH:31][CH:30]=[CH:29][CH:28]=2)[CH2:25][N:24]([C:33](=[O:39])[CH2:34][CH2:35][C:36]([NH:46][CH2:45][C:44]([O:43][CH2:41][CH3:42])=[O:47])=[O:37])[CH2:23]1)[C@@H:9]([C:11]1[C:20]2[C:15](=[CH:16][CH:17]=[CH:18][CH:19]=2)[CH:14]=[CH:13][CH:12]=1)[CH3:10])=[O:7])([CH3:3])([CH3:2])[CH3:4] |f:1.2,4.5|. Procedure: A mixture of 350 mg of the crude 4-[(3R,4S)-3-({(tert-butoxycarbonyl)[(1R)-1-(1-naphthyl)ethyl]amino}methyl)-4-phenylpyrrolidin-1-yl]-4-oxobutanoic acid obtained in Example 9 (1), 101 mg of glycine ethyl ester hydrochloride, 45 mg of HOBt, 73 mg of triethylamine and 5 ml of dichloromethane was mixed with 190 mg of WSC hydrochloride and stirred at room temperature for 2 days. The reaction solution was concentrated under a reduced pressure, and the thus obtained residue was purified by a silica ge... Reactants: Cc1nc(N2CCC(Br)C2=O)sc1C(=O)NCc1ccc(F)cc1, O=C([O-])[O-], NCCC1CC1, [K+], [K+], C1CCOC1, O. The product is Cc1nc(N2CCC(NCCC3CC3)C2=O)sc1C(=O)NCc1ccc(F)cc1. As a reaction SMILES: [Br:1][CH:2]1[C:3](=[O:24])[N:4]([c:7]2[s:8][c:9]([C:13](=[O:14])[NH:15][CH2:16][c:17]3[cH:18][cH:19][c:20]([F:23])[cH:21][cH:22]3)[c:10]([CH3:12])[n:11]2)[CH2:5][CH2:6]1.[C:25](=[O:26])([O-:27])[O-:28].[CH:31]1([CH2:34][CH2:35][NH2:36])[CH2:32][CH2:33]1.[K+:29].[K+:30].[O:37]1[CH2:38][CH2:39][CH2:40][CH2:41]1.[OH2:42]>>[CH:2]1([NH:36][CH2:35][CH2:34][CH:31]2[CH2:32][CH2:33]2)[C:3](=[O:24])[N:4]([c:7]2[s:8][c:9]([C:13](=[O:14])[NH:15][CH2:16][c:17]3[cH:18][cH:19][c:20]([F:23])[cH:21][cH:22]3)[c:10]([CH3:12])[n:11]2)[CH2:5][CH2:6]1. Reaction SMILES: [CH3:24][C:25](=[O:26])[OH:27].[F:1][c:2]1[cH:3][cH:4][c:5]([NH:6][S:7](=[O:8])(=[O:9])[c:10]2[cH:11][cH:12][c:13]([CH3:16])[cH:14][cH:15]2)[cH:17][cH:18]1.[OH2:23].[OH:19][N+:20]([O-:21])=[O:22]>>[F:1][c:2]1[cH:3][c:4]([N+:20](=[O:19])[O-:21])[c:5]([NH:6][S:7](=[O:8])(=[O:9])[c:10]2[cH:11][cH:12][c:13]([CH3:16])[cH:14][cH:15]2)[cH:17][cH:18]1. Reactants: CC(=O)O, Cc1ccc(S(=O)(=O)Nc2ccc(F)cc2)cc1, O, O=[N+]([O-])O. The product is Cc1ccc(S(=O)(=O)Nc2ccc(F)cc2[N+](=O)[O-])cc1. The reactants are ClC1=CC=C(COC2=CC(NC=C2)=O)C=C1 (4-((4-chlorobenzyl)oxy)pyridin-2(1H)-one), BrC=1C=CC2=C(N(C(=N2)C2C(C2)C(C)(C)O)C)C1 (2-((1RS,2SR)-2-(6-bromo-1-methyl-1H-benzo[d]imidazol-2-yl)cyclopropyl)propan-2-ol), CNCCNC (N,N′-dimethylethylenediamine), C([O-])([O-])=O.[K+].[K+] (potassium carbonate). Reagents/catalysts: [Cu](I)I (copper iodide). Run in CS(=O)C (DMSO). Conditions: temperature 150 celsius, time 8 hour. The product is ClC1=CC=C(COC2=CC(N(C=C2)C=2C=CC3=C(N(C(=N3)C3C(C3)C(C)(C)O)C)C2)=O)C=C1 (4-((4-Chlorobenzyl)oxy)-1-(2-((1RS,2SR)-2-(2-hydroxypropan-2-yl)cyclopropyl)-1-methyl-1H-benzimidazol-6-yl)pyridin-2(1H)-one). Yield: 19.0%. As a reaction SMILES: [Cl:1][C:2]1[CH:16]=[CH:15][C:5]([CH2:6][O:7][C:8]2[CH:13]=[CH:12][NH:11][C:10](=[O:14])[CH:9]=2)=[CH:4][CH:3]=1.Br[C:18]1[CH:19]=[CH:20][C:21]2[N:25]=[C:24]([CH:26]3[CH2:28][CH:27]3[C:29]([OH:32])([CH3:31])[CH3:30])[N:23]([CH3:33])[C:22]=2[CH:34]=1.CNCCNC.C(=O)([O-])[O-].[K+].[K+]>[Cu](I)I.CS(C)=O>[Cl:1][C:2]1[CH:16]=[CH:15][C:5]([CH2:6][O:7][C:8]2[CH:13]=[CH:12][N:11]([C:18]3[CH:19]=[CH:20][C:21]4[N:25]=[C:24]([CH:26]5[CH2:28][CH:27]5[C:29]([OH:32])([CH3:30])[CH3:31])[N:23]([CH3:33])[C:22]=4[CH:34]=3)[C:10](=[O:14])[CH:9]=2)=[CH:4][CH:3]=1 |f:3.4.5|. Procedure: A mixture of 4-((4-chlorobenzyl)oxy)pyridin-2(1H)-one (27 mg), 2-((1RS,2SR)-2-(6-bromo-1-methyl-1H-benzo[d]imidazol-2-yl)cyclopropyl)propan-2-ol (35 mg), copper iodide (21.8 mg), N,N′-dimethylethylenediamine (10.1 mg), potassium carbonate (31.7 mg) and DMSO (1 ml) was stirred at 150° C. overnight. The mixture was quenched with 28% NH3 solution at room temperature and extracted with EtOAc. The organic layer was separated, washed with water and brine, dried over MgSO4 and concentrated in vacuo. Th... Starting materials: O=Cc1ccc2[nH]nc(-c3ccccc3)c2c1, O=C[O-], O=CO, Cl, NO, [Na+]. The product is N#Cc1ccc2[nH]nc(-c3ccccc3)c2c1. As a reaction SMILES: [CH:1](=[O:2])[c:3]1[cH:4][c:5]2[c:6](-[c:12]3[cH:13][cH:14][cH:15][cH:16][cH:17]3)[n:7][nH:8][c:9]2[cH:10][cH:11]1.[CH:21]([O-:22])=[O:23].[CH:25]([OH:26])=[O:27].[ClH:18].[NH2:19][OH:20].[Na+:24]>>[C:1]([c:3]1[cH:4][c:5]2[c:6](-[c:12]3[cH:13][cH:14][cH:15][cH:16][cH:17]3)[n:7][nH:8][c:9]2[cH:10][cH:11]1)#[N:19]. The reactants are C1(CCCC1)Br (cyclopentyl bromide), [H-].[Na+] (sodium hydride), oil, BrC1=CC=C2C(=NNC2=C1)CC (6-bromo-3-ethyl-1H-indazole), O (H2O). Solvent: CN(C)C=O (DMF), CN(C)C=O (DMF). Conditions: time 20 minute. Yields the product BrC1=CC=C2C(=NN(C2=C1)C1CCCC1)CC (6-Bromo-1-cyclopentyl-3-ethyl-1H-indazole). Yield: 61.8%. RXN SMILES: [H-].[Na+].[Br:3][C:4]1[CH:12]=[C:11]2[C:7]([C:8]([CH2:13][CH3:14])=[N:9][NH:10]2)=[CH:6][CH:5]=1.[CH:15]1(Br)[CH2:19][CH2:18][CH2:17][CH2:16]1.O>CN(C=O)C>[Br:3][C:4]1[CH:12]=[C:11]2[C:7]([C:8]([CH2:13][CH3:14])=[N:9][N:10]2[CH:15]2[CH2:19][CH2:18][CH2:17][CH2:16]2)=[CH:6][CH:5]=1 |f:0.1|. Reported procedure: 2.46 g (61.4 mmol, 1.05 equiv) sodium hydride, 60% oil dispersion, was added in 0.5 g portions to a 10° C. solution of 13.17 g (58.5 mmol, 1.0 equiv) 6-bromo-3-ethyl-1H-indazole in 500 mL anhydrous DMF. The mixture was stirred at room temperature for 20 minutes, then a solution of 8.8 mL (81.9 mmol, 1.4 equiv) cyclopentyl bromide in 10 mL anhydrous DMF was added dropwise. After 18 hours, the reaction mixture was poured into 2 L H2O and extracted 2×1 L ethyl acetate. The organic extracts were com... Starting materials: COC(=O)CCC(C)C1CCC2C3C(=O)C=C4CC(OC(C)=O)CCC4(C)C3CCC12C, CO, [K+], [K+], N#N, O=C([O-])[O-]. The product is COC(=O)CCC(C)C1CCC2C3C(=O)C=C4CC(O)CCC4(C)C3CCC12C. As a reaction SMILES: [C:7](=[O:8])([CH3:9])[O:10][CH:11]1[CH2:12][C:13]2=[CH:14][C:15](=[O:38])[CH:16]3[CH:17]4[CH2:18][CH2:19][CH:20]([CH:21]([CH2:22][CH2:23][C:24](=[O:25])[O:26][CH3:27])[CH3:28])[C:29]4([CH3:37])[CH2:30][CH2:31][CH:32]3[C:33]2([CH3:36])[CH2:34][CH2:35]1.[CH3:41][OH:42].[K+:1].[K+:2].[N:39]#[N:40].[O-:3][C:4]([O-:5])=[O:6]>>[OH:10][CH:11]1[CH2:12][C:13]2=[CH:14][C:15](=[O:38])[CH:16]3[CH:17]4[CH2:18][CH2:19][CH:20]([CH:21]([CH2:22][CH2:23][C:24](=[O:25])[O:26][CH3:27])[CH3:28])[C:29]4([CH3:37])[CH2:30][CH2:31][CH:32]3[C:33]2([CH3:36])[CH2:34][CH2:35]1.